Dataset: the Open Reaction Database (ORD), a public repository of structured organic reaction records. Task: describe an organic reaction: reactants, conditions, products, and yield Reactants: ClC1=CC=C(C=C1)C1=CC=C(C=C1)S(=O)(=O)N[C@@H](C(=O)O)CCCN1C(C2=CC=CC=C2C1=O)=O ((2R)-(4′-chlorobiphenyl-4-sulfonylamino)-5-(1,3-dioxo-1,3-dihydroisoindol-2-yl)pentanoic acid), ClC1(CC=C(C=C1)C1=CC=CC=C1)S(=O)(=O)N[C@@H](C(=O)O)CCCN1C(C2=CC=CC=C2C1=O)=O ((2R)-(4-chlorobiphenyl-4-sulfonylamino)-5-(1,3-dioxo-1,3-dihydroisoindol-2-yl)pentanoic acid), [OH-].[Li+] (lithium hydroxide), Cl (HCl). Solvent: O1CCCC1 (tetrahydrofuran). Conditions: time 2 hour. Product: DIOL, ClC1=CC=C(C=C1)C1=CC=C(C=C1)S(=O)(=O)N[C@H](CCCNC(C=1C(C(=O)O)=CC=CC1)=O)C(=O)O ((4R)-N-[4-(4′-chlorobiphenyl-4-sulfonylamino)-4-carboxybutyl]phthalamic acid). Isolated yield 62.0%. RXN SMILES: [Cl:1][C:2]1[CH:7]=[CH:6][C:5]([C:8]2[CH:13]=[CH:12][C:11]([S:14]([NH:17][C@H:18]([CH2:22][CH2:23][CH2:24][N:25]3[C:33](=[O:34])[C:32]4[C:27](=[CH:28][CH:29]=[CH:30][CH:31]=4)[C:26]3=[O:35])[C:19]([OH:21])=[O:20])(=[O:16])=[O:15])=[CH:10][CH:9]=2)=[CH:4][CH:3]=1.ClC1(S(N[C@H](CCCN2C(=O)C3C(=CC=CC=3)C2=O)C(O)=O)(=O)=[O:50])C=CC(C2C=CC=CC=2)=CC1.[OH-].[Li+].Cl>O1CCCC1>[Cl:1][C:2]1[CH:7]=[CH:6][C:5]([C:8]2[CH:13]=[CH:12][C:11]([S:14]([NH:17][C@@H:18]([C:19]([OH:21])=[O:20])[CH2:22][CH2:23][CH2:24][NH:25][C:26](=[O:35])[C:27]3[C:32](=[CH:31][CH:30]=[CH:29][CH:28]=3)[C:33]([OH:50])=[O:34])(=[O:15])=[O:16])=[CH:10][CH:9]=2)=[CH:4][CH:3]=1 |f:2.3|. Reported procedure: A solution of the title compound of Example 1, (2R)-(4-chlorobiphenyl-4-sulfonylamino)-5-(1,3-dioxo-1,3-dihydroisoindol-2-yl)pentanoic acid (20.0 mg, 0.039 mmol), in 2 mL of tetrahydrofuran is treated with 1M aqueous lithium hydroxide. After 2 h, the solution is acidified with 0.2 mL of 1N aqueous HCl, and the mixture is concentrated to an oil. Chomatography on LiChoprep DIOL (eluant; ethyl acetate) affords 12.8 mg (62%) of (4R)-N-[4-(4′-chlorobiphenyl-4-sulfonylamino)-4-carboxybutyl]phthalamic ... The reactants are FC(OC1=CC=C(C=C1)NC(NC1CCN(CC1)C(=O)OC(C)(C)C)=O)(F)F (tert-Butyl 4-(3-(4-(trifluoromethoxy)phenyl)ureido)piperidine-1-carboxylate), Cl (HCl). Solvent: CO (methanol). Product: N1CCC(CC1)NC(=O)NC1=CC=C(C=C1)OC(F)(F)F (1-(Piperidin-4-yl)-3-(4-(trifluoromethoxy)phenyl)urea). The yield is 89.0%. As a reaction SMILES: [F:1][C:2]([F:28])([F:27])[O:3][C:4]1[CH:9]=[CH:8][C:7]([NH:10][C:11](=[O:26])[NH:12][CH:13]2[CH2:18][CH2:17][N:16](C(OC(C)(C)C)=O)[CH2:15][CH2:14]2)=[CH:6][CH:5]=1.Cl>CO>[NH:16]1[CH2:17][CH2:18][CH:13]([NH:12][C:11]([NH:10][C:7]2[CH:8]=[CH:9][C:4]([O:3][C:2]([F:1])([F:27])[F:28])=[CH:5][CH:6]=2)=[O:26])[CH2:14][CH2:15]1. Procedure: Intermediate 41 (2.02 g, 5.0 mmol) was treated with 1M HCl in methanol (35 mL) and refluxed for 3 hours. The solvent was evaporated and the residue diluted with 1N NaOH. The resulting precipitate was removed by filtration and further dried under high vacuum to give intermediate 42 (1.35 g, 89%) as a white solid: Mp 169-173° C. 1H NMR (500 MHz, DMSO-d6) δ 8.49 (s, 1H), 7.46 (d, J=9.0 Hz, 2H), 7.21 (d, J=8.6 Hz, 2H), 6.15 (d, J=7.7 Hz, 1H), 3.55-3.45 (m, 1H), 2.89 (td, J=12.8, 3.5 Hz, 2H), 2.49-2.... Reactants: COC1=C(C=C(C=C1)Br)OC(OC1=C(C=CC(=C1)Br)OC)=O (bis(2-methoxy-5-bromophenyl)carbonate), [OH-].[Na+] (NaOH). The solvent is CO (methanol). Product: BrC1=CC=C(C(=C1)OC)O (5-Bromoguaiacol). Isolated yield 195.4%. Reaction SMILES: C[O:2][C:3]1[CH:8]=[CH:7][C:6]([Br:9])=[CH:5][C:4]=1[O:10][C:11](=O)OC1C=C(Br)C=CC=1OC.[OH-].[Na+]>CO>[Br:9][C:6]1[CH:5]=[C:4]([O:10][CH3:11])[C:3]([OH:2])=[CH:8][CH:7]=1 |f:1.2|. Reported procedure: A suspension of (20.7 g, 47.9 mmol, 1.0 eq) bis(2-methoxy-5-bromophenyl)carbonate in 250 ml methanol and 60 ml (120 mmol, 2.5 eq) of 2N NaOH was refluxed for 2 hours. The reaction mixture was cooled to room temperature, concentrated to a volume of ca 100 ml, and poured into 1 L of H2O. The pH was adjusted to 2 using 1N HCl. The acidic mixture was transferred to a separatory funnel, and extracted three times with ether. The ether extracts were combined and washed once with H2O, once with brine, a...